From a dataset of the Open Reaction Database (ORD), a public repository of structured organic reaction records. describe an organic reaction: reactants, conditions, products, and yield The reactants are ClS(=O)(=O)O (chlorosulfonic acid), ClC1=C(C=CC=C1)[N+](=O)[O-] (2-chloronitrobenzene), Cl (HCl). The solvent is ice. Run at temperature 80 celsius, time 20 minute. The product is ClC1=C(C=C(C=C1)S(=O)(=O)Cl)[N+](=O)[O-] (4-Chloro-3-nitrobenzenesulfonyl chloride). As a reaction SMILES: [Cl:1][S:2]([OH:5])(=O)=[O:3].[Cl:6][C:7]1[CH:12]=[CH:11][CH:10]=[CH:9][C:8]=1[N+:13]([O-:15])=[O:14].Cl>>[Cl:6][C:7]1[CH:12]=[CH:11][C:10]([S:2]([Cl:1])(=[O:5])=[O:3])=[CH:9][C:8]=1[N+:13]([O-:15])=[O:14]. Reported procedure: Under a nitrogen atmosphere, 350 ml. of chlorosulfonic acid was added to 236 g. (1.50 mole) of 2-chloronitrobenzene. The resulting green colored solution was heated for 18 hours at 80° C., then the temperature was increased to 140° C. and held at this temperature until HCl gas evolution ceased (about 90 minutes). The reaction mixture was then cooled to 25° C. and slowly poured onto 4 liters of ice. After stirring for 20 minutes the mixture was filtered to obtain a pale yellow solid. The filter c... Starting materials: O=C(O)c1ccc(F)cn1, COc1ccc(N)cc1OC. The reagents and catalysts are [B-](F)(F)(F)F.CN(C)C(=[N+](C)C)ON1C=CC=CC1=O (TPTU), CCN(C(C)C)C(C)C (DIPEA), C1=CC=C2C(=C1)N=NN2O (HOBt). Solvent: CN(C)C=O (DMF), CN(C)C=O (DMF), CN(C)C=O (DMF), CN(C)C=O (DMF), CN(C)C=O (DMF), CN(C)C=O (DMF). Conditions: temperature 25 celsius, time 2 hour. Yields the product COc1ccc(NC(=O)c2ccc(F)cn2)cc1OC. Yield: 61.1%. RXN SMILES: COc1ccc(N)cc1OC.O=C(O)c1ccc(F)cn1.[B-](F)(F)(F)F.CN(C)C(=[N+](C)C)ON1C=CC=CC1=O.C1=CC=C2C(=C1)N=NN2O.CCN(C(C)C)C(C)C.CN(C)C=O>>COc1ccc(NC(=O)c2ccc(F)cn2)cc1OC. Reactants: COC1=NC(=CC=C1C(C#CC1=CC=CC=C1)O)OC (1-(2,6-dimethoxy-pyridin-3-yl)-3-phenyl-prop-2-yn-1-ol), ClC1=NC=CC(=C1OC)C=O (2-chloro-3-methoxy-pyridine-4-carbaldehyde). Yields the product ClC1=NC=CC(=C1OC)C(C#CC1=CC=CC=C1)O (1-(2-Chloro-3-methoxy-pyridin-4-yl)-3-phenyl-prop-2-yn-1-ol). Yield: 100.0%. As a reaction SMILES: [CH3:1][O:2][C:3]1[C:8]([CH:9]([OH:18])[C:10]#[C:11][C:12]2[CH:17]=[CH:16][CH:15]=[CH:14][CH:13]=2)=[CH:7][CH:6]=C(OC)N=1.[Cl:21][C:22]1C(OC)=C(C=O)C=C[N:23]=1>>[Cl:21][C:22]1[C:3]([O:2][CH3:1])=[C:8]([CH:9]([OH:18])[C:10]#[C:11][C:12]2[CH:13]=[CH:14][CH:15]=[CH:16][CH:17]=2)[CH:7]=[CH:6][N:23]=1. Reported procedure: Following the procedure used to prepare 1-(2,6-dimethoxy-pyridin-3-yl)-3-phenyl-prop-2-yn-1-ol, 2-chloro-3-methoxy-pyridine-4-carbaldehyde was reacted to give the title compound (1.60 g, 100%) as a colourless solid, LCMS (Method A): RT=4.14 min, [M+H]+=274/276. Yields the product NS(=O)(=O)c1ccc(-c2cc3c(cc2-c2ccc(F)cc2)OCO3)cc1. RXN SMILES: [Br:20][c:21]1[cH:22][cH:23][c:24]([S:27](=[O:28])(=[O:29])[NH2:30])[cH:25][cH:26]1.[C:31](=[O:32])([O-:33])[O-:34].[CH3:37][c:38]1[cH:39][cH:40][cH:41][cH:42][cH:43]1.[CH3:44][CH2:45][OH:46].[F:1][c:2]1[cH:3][cH:4][c:5](-[c:8]2[c:9]([B:17]([OH:18])[OH:19])[cH:10][c:11]3[c:12]([cH:16]2)[O:13][CH2:14][O:15]3)[cH:6][cH:7]1.[Na+:35].[Na+:36].[cH:47]1[cH:48][cH:49][c:50]([P:51]([Pd:52]([P:53]([c:54]2[cH:55][cH:56][cH:57][cH:58][cH:59]2)([c:60]2[cH:61][cH:62][cH:63][cH:64][cH:65]2)[c:66]2[cH:67][cH:68][cH:69][cH:70][cH:71]2)([P:72]([c:73]2[cH:74][cH:75][cH:76][cH:77][cH:78]2)([c:79]2[cH:80][cH:81][cH:82][cH:83][cH:84]2)[c:85]2[cH:86][cH:87][cH:88][cH:89][cH:90]2)[P:91]([c:92]2[cH:93][cH:94][cH:95][cH:96][cH:97]2)([c:98]2[cH:99][cH:100][cH:101][cH:102][cH:103]2)[c:104]2[cH:105][cH:106][cH:107][cH:108][cH:109]2)([c:110]2[cH:111][cH:112][cH:113][cH:114][cH:115]2)[c:116]2[cH:117][cH:118][cH:119][cH:120][cH:121]2)[cH:122][cH:123]1>>[F:1][c:2]1[cH:3][cH:4][c:5](-[c:8]2[c:9](-[c:21]3[cH:22][cH:23][c:24]([S:27](=[O:28])(=[O:29])[NH2:30])[cH:25][cH:26]3)[cH:10][c:11]3[c:12]([cH:16]2)[O:13][CH2:14][O:15]3)[cH:6][cH:7]1. The reactants are NS(=O)(=O)c1ccc(Br)cc1, O=C([O-])[O-], Cc1ccccc1, CCO, OB(O)c1cc2c(cc1-c1ccc(F)cc1)OCO2, [Na+], [Na+], c1ccc(P(c2ccccc2)(c2ccccc2)[Pd](P(c2ccccc2)(c2ccccc2)c2ccccc2)(P(c2ccccc2)(c2ccccc2)c2ccccc2)P(c2ccccc2)(c2ccccc2)c2ccccc2)cc1. The reactants are CC(OCC)=O.[Cl-].[Na+].O (EA brine), BrC1=CN=C(S1)NC(=O)C1=C(C=CC=C1F)F (N-(5-bromo(1,3-thiazol-2-yl))(2,6-difluorophenyl)carboxamide), ClC=1C(=CC2=C(N=CS2)C1)B1OC(C(O1)(C)C)(C)C (5-chloro-6-(4,4,5,5-tetramethyl(1,3,2-dioxaborolan-2-yl))benzothiazole), C([O-])([O-])=O.[Na+].[Na+] (sodium carbonate). The reagents and catalysts are [Pd].C1(=CC=CC=C1)P(C1=CC=CC=C1)C1=CC=CC=C1.C1(=CC=CC=C1)P(C1=CC=CC=C1)C1=CC=CC=C1.C1(=CC=CC=C1)P(C1=CC=CC=C1)C1=CC=CC=C1.C1(=CC=CC=C1)P(C1=CC=CC=C1)C1=CC=CC=C1 (tetrakis(triphenylphosphine)-palladium(0)). The solvent is COCCOC (DME), CCO (EtOH), O (water). Conditions: temperature 110 celsius. Yields the product FC1=C(C(=CC=C1)F)C(=O)NC=1SC(=CN1)C1=CC2=C(N=CO2)C=C1Cl ((2,6-difluorophenyl)-N-[5-(5-chlorobenzoxazol-6-yl)(1,3-thiazol-2-yl)]carboxamide). Yield: 15.1%. As a reaction SMILES: Br[C:2]1[S:6][C:5]([NH:7][C:8]([C:10]2[C:15]([F:16])=[CH:14][CH:13]=[CH:12][C:11]=2[F:17])=[O:9])=[N:4][CH:3]=1.[Cl:18][C:19]1[C:20](B2OC(C)(C)C(C)(C)O2)=[CH:21][C:22]2S[CH:25]=[N:24][C:23]=2[CH:27]=1.C(=O)([O-])[O-:38].[Na+].[Na+].CC(=O)OCC.[Cl-].[Na+].O>COCCOC.CCO.O.[Pd].C1(P(C2C=CC=CC=2)C2C=CC=CC=2)C=CC=CC=1.C1(P(C2C=CC=CC=2)C2C=CC=CC=2)C=CC=CC=1.C1(P(C2C=CC=CC=2)C2C=CC=CC=2)C=CC=CC=1.C1(P(C2C=CC=CC=2)C2C=CC=CC=2)C=CC=CC=1>[F:17][C:11]1[CH:12]=[CH:13][CH:14]=[C:15]([F:16])[C:10]=1[C:8]([NH:7][C:5]1[S:6][C:2]([C:20]2[C:19]([Cl:18])=[CH:27][C:23]3[N:24]=[CH:25][O:38][C:22]=3[CH:21]=2)=[CH:3][N:4]=1)=[O:9] |f:2.3.4,5.6.7.8,12.13.14.15.16|. Procedure: A mixture of N-(5-bromo(1,3-thiazol-2-yl))(2,6-difluorophenyl)carboxamide (38 mg, 0.12 mmol), 5-chloro-6-(4,4,5,5-tetramethyl(1,3,2-dioxaborolan-2-yl))benzothiazole (20) (34 mg, 0.12 mmol), tetrakis(triphenylphosphine)-palladium(0) (Pd(Ph3P)4, 14 mg) and sodium carbonate (38 mg) in 1.0 ml DME, 0.5 ml EtOH and 0.25 ml water was heated under Ar in microwave reactor at 110° C. for 30 min. The reaction mixture was worked up with EA/brine. Org. phase was concentrated and then subjected to prep HPLC p... Starting materials: [N+](=O)([O-])[O-].[K+] (potassium nitrate), FC=1C=C(C=CC1OC=1C=NC(=CC1)S(=O)(=O)CC)N (3-fluoro-4-(6-ethanesulfonyl-pyridin-3-yloxy)-phenylamine). Run in FC(C(=O)O)(F)F (trifluoroacetic acid). Conditions: time 1 hour. Yields the product FC=1C(=CC(=C(C1)N)[N+](=O)[O-])OC=1C=NC(=CC1)S(=O)(=O)CC (5-fluoro-4-(6-ethanesulfonyl-pyridin-3-yloxy)-2-nitro-phenylamine). As a reaction SMILES: [N+:1]([O-:4])([O-])=[O:2].[K+].[F:6][C:7]1[CH:8]=[C:9]([NH2:25])[CH:10]=[CH:11][C:12]=1[O:13][C:14]1[CH:15]=[N:16][C:17]([S:20]([CH2:23][CH3:24])(=[O:22])=[O:21])=[CH:18][CH:19]=1>FC(F)(F)C(O)=O>[F:6][C:7]1[C:12]([O:13][C:14]2[CH:15]=[N:16][C:17]([S:20]([CH2:23][CH3:24])(=[O:22])=[O:21])=[CH:18][CH:19]=2)=[CH:11][C:10]([N+:1]([O-:4])=[O:2])=[C:9]([NH2:25])[CH:8]=1 |f:0.1|. Reported procedure: 3.8 g of potassium nitrate was added to a trifluoroacetic acid (100 ml) solution of 10.5 g of 3-fluoro-4-(6-ethanesulfonyl-pyridin-3-yloxy)-phenylamine, and the reaction liquid was stirred for 1 hour at room temperature, and the solvent was evaporated away under reduced pressure. The residue was diluted with ethyl acetate, washed with aqueous saturated sodium bicarbonate and saturated saline in order, and dried with anhydrous sodium sulfate. The solvent was evaporated away under reduced pressure...